From a dataset of the Open Reaction Database (ORD), a public repository of structured organic reaction records. describe an organic reaction: reactants, conditions, products, and yield Reactants: ClC=1C=NC(=C(C(=O)O)C1)N1CC(CC1)OC1=CC=C(C=C1)F (5-chloro-2-(3-(4-fluorophenoxy)pyrrolidin-1-yl)nicotinic acid), Cl.N[C@@H](C)C1=CC=C(C(=O)OC)C=C1 ((S)-methyl 4-(1-aminoethyl)benzoate hydrochloride). The product is ClC=1C=NC(=C(C(=O)N[C@@H](C)C2=CC=C(C(=O)OC)C=C2)C1)N1CC(CC1)OC1=CC=C(C=C1)F (methyl 4-((1S)-1-(5-chloro-2-(3-(4-fluorophenoxy)pyrrolidin-1-yl)nicotinamido)ethyl)benzoate). Isolated yield 40.2%. Reaction SMILES: [Cl:1][C:2]1[CH:3]=[N:4][C:5]([N:11]2[CH2:15][CH2:14][CH:13]([O:16][C:17]3[CH:22]=[CH:21][C:20]([F:23])=[CH:19][CH:18]=3)[CH2:12]2)=[C:6]([CH:10]=1)[C:7]([OH:9])=O.Cl.[NH2:25][C@H:26]([C:28]1[CH:37]=[CH:36][C:31]([C:32]([O:34][CH3:35])=[O:33])=[CH:30][CH:29]=1)[CH3:27]>>[Cl:1][C:2]1[CH:3]=[N:4][C:5]([N:11]2[CH2:15][CH2:14][CH:13]([O:16][C:17]3[CH:22]=[CH:21][C:20]([F:23])=[CH:19][CH:18]=3)[CH2:12]2)=[C:6]([CH:10]=1)[C:7]([NH:25][C@H:26]([C:28]1[CH:37]=[CH:36][C:31]([C:32]([O:34][CH3:35])=[O:33])=[CH:30][CH:29]=1)[CH3:27])=[O:9] |f:1.2|. Reported procedure: The title compound (D193) (64 mg) was prepared according to the experimental procedure described in Description 146 starting from 5-chloro-2-(3-(4-fluorophenoxy)pyrrolidin-1-yl)nicotinic acid (D138) (110 mg, 0.320 mmol), and (S)-methyl 4-(1-aminoethyl)benzoate (D3) (68.82 mg, 0.320 mmol) MS: (ES/+) m/z: 499.2 [MH+] C26H25ClFN3O4 requires 497.15 The reactants are OO (H2O2), Cl (HCl), C1(=CC=CC=C1)/C=C/C(=O)C1=CC=C(CC2C(NC(S2)=O)=O)C=C1 ((E)-5-[4-(3-Phenyl-2-propenoyl)benzyl]thiazolidine-2,4-dione), [OH-].[Na+] (NaOH). Run in CO (methanol), O (water). The product is C1(=CC=CC=C1)C1C(C(=O)C2=CC=C(CC3C(NC(S3)=O)=O)C=C2)O1 (5-[4-(3-Phenyl-2,3-epoxypropionyl)benzyl]thiazolidine-2,4-dione). Isolated yield 79.2%. As a reaction SMILES: [C:1]1(/[CH:7]=[CH:8]/[C:9]([C:11]2[CH:24]=[CH:23][C:14]([CH2:15][CH:16]3[S:20][C:19](=[O:21])[NH:18][C:17]3=[O:22])=[CH:13][CH:12]=2)=[O:10])[CH:6]=[CH:5][CH:4]=[CH:3][CH:2]=1.[OH:25]O.[OH-].[Na+].Cl>CO.O>[C:1]1([CH:7]2[O:25][CH:8]2[C:9]([C:11]2[CH:24]=[CH:23][C:14]([CH2:15][CH:16]3[S:20][C:19](=[O:21])[NH:18][C:17]3=[O:22])=[CH:13][CH:12]=2)=[O:10])[CH:6]=[CH:5][CH:4]=[CH:3][CH:2]=1 |f:2.3|. Procedure: To a solution of title product of Example 39 (0.5 g, 1.5 mmol) in methanol (4 ml), cooled to 0° C., was added 30% H2O2 (0.5 ml, 4.8 mmol), followed by 2N NaOH (1.6 ml, 3.2 mmol). After 30 minutes at 0° C. the solution was acidified with 2N HCl, diluted with water (15 ml) and extracted with ethyl acetate (2×15 ml). The combined extracts were washed with brine (15 ml), dried over magnesium sulfate and concentrated in vacuo, leaving present title product as an oil (420 mg, 80%). As a reaction SMILES: [C:1]([CH3:2])(=[O:3])[O:4][CH:5]=[CH:6][CH:7]1[CH2:8][C:9](=[O:11])[NH:10]1.[CH3:14][CH2:15][O:16][C:17](=[O:18])[CH3:19].[H:12][H:13]>>[C:1]([CH3:2])(=[O:3])[O:4][CH2:5][CH2:6][CH:7]1[CH2:8][C:9](=[O:11])[NH:10]1. Product: CC(=O)OCCC1CC(=O)N1. The reactants are CC(=O)OC=CC1CC(=O)N1, CCOC(C)=O, [H][H]. Starting materials: N1(CCCCC1)CCCC(=O)C1=CC=2C(C3=CC(=CC=C3C2C=C1)C(CCCN1CCCCC1)=O)=O (2,7-Bis(4-piperidinobutyryl)fluoren-9-one), Cl (HCl). Run in C(Cl)(Cl)Cl (chloroform). Yields the product Cl.Cl.N1(CCCCC1)CCCC(=O)C1=CC=2C(C3=CC(=CC=C3C2C=C1)C(CCCN1CCCCC1)=O)=O (2,7-Bis(4-Piperidinobutyryl)Fluoren-9-One Dihydrochloride). As a reaction SMILES: [N:1]1([CH2:7][CH2:8][CH2:9][C:10]([C:12]2[CH:24]=[CH:23][C:22]3[C:21]4[C:16](=[CH:17][C:18]([C:25](=[O:35])[CH2:26][CH2:27][CH2:28][N:29]5[CH2:34][CH2:33][CH2:32][CH2:31][CH2:30]5)=[CH:19][CH:20]=4)[C:15](=[O:36])[C:14]=3[CH:13]=2)=[O:11])[CH2:6][CH2:5][CH2:4][CH2:3][CH2:2]1.[ClH:37]>C(Cl)(Cl)Cl>[ClH:37].[ClH:37].[N:1]1([CH2:7][CH2:8][CH2:9][C:10]([C:12]2[CH:24]=[CH:23][C:22]3[C:21]4[C:16](=[CH:17][C:18]([C:25](=[O:35])[CH2:26][CH2:27][CH2:28][N:29]5[CH2:34][CH2:33][CH2:32][CH2:31][CH2:30]5)=[CH:19][CH:20]=4)[C:15](=[O:36])[C:14]=3[CH:13]=2)=[O:11])[CH2:6][CH2:5][CH2:4][CH2:3][CH2:2]1 |f:3.4.5|. Procedure details: 2,7-Bis(4-piperidinobutyryl)fluoren-9-one, prepared in Example 33, was dissolved in chloroform and the resulting solution acidified with ethereal HCl to give the desired product which was recrystallized once from water-isopropyl alcohol. M.P. 322°-323° C, λMaxH2O 284, E1cm1% 1,220.